Task: describe an organic reaction: reactants, conditions, products, and yield. Dataset: the Open Reaction Database (ORD), a public repository of structured organic reaction records Reactants: C([O-])([O-])=O.[K+].[K+] (Potassium carbonate), [I-].[K+] (potassium iodide), ClCC(=O)N(C)C (2-chloro-N,N-dimethylacetamide), Cl.N1CCC(CC1)CCOC1=C(C=C(C=C1)C=1C2=C(N=C(N1)C#N)N(C=C2)CC2OCCC2)C(F)(F)F (4-{4-[2-(piperidin-4-yl)ethoxy]-3-(trifluoromethyl)phenyl}-7-(tetrahydrofuran-2-ylmethyl)-7H-pyrrolo[2,3-d]pyrimidine-2-carbonitrile monohydrochloride), C(=O)(O)[O-].[Na+] (NaHCO3). Solvent: C(C)#N (acetonitrile), O (water), CCOC(=O)C (EtOAc). Reaction conditions: temperature 60 celsius, time 2 hour. The product is Cl.C(#N)C=1N=C(C2=C(N1)N(C=C2)CC2OCCC2)C2=CC(=C(OCCC1CCN(CC1)CC(=O)N(C)C)C=C2)C(F)(F)F (2-[4-(2-{4-[2-cyano-7-(tetrahydrofuran-2-yl methyl)-7H-pyrrolo[2,3-d]pyrimidin-4-yl]-2-(trifluoromethyl)phenoxy}ethyl)piperidin-1-yl]-N,N-dimethylacetamide monohydrochloride). RXN SMILES: C(=O)([O-])[O-].[K+].[K+].[I-].[K+].[Cl:9][CH2:10][C:11]([N:13]([CH3:15])[CH3:14])=[O:12].Cl.[NH:17]1[CH2:22][CH2:21][CH:20]([CH2:23][CH2:24][O:25][C:26]2[CH:31]=[CH:30][C:29]([C:32]3[C:33]4[CH:42]=[CH:41][N:40]([CH2:43][CH:44]5[CH2:48][CH2:47][CH2:46][O:45]5)[C:34]=4[N:35]=[C:36]([C:38]#[N:39])[N:37]=3)=[CH:28][C:27]=2[C:49]([F:52])([F:51])[F:50])[CH2:19][CH2:18]1.C([O-])(O)=O.[Na+]>CCOC(C)=O.O.C(#N)C>[ClH:9].[C:38]([C:36]1[N:37]=[C:32]([C:29]2[CH:30]=[CH:31][C:26]([O:25][CH2:24][CH2:23][CH:20]3[CH2:21][CH2:22][N:17]([CH2:10][C:11]([N:13]([CH3:15])[CH3:14])=[O:12])[CH2:18][CH2:19]3)=[C:27]([C:49]([F:50])([F:51])[F:52])[CH:28]=2)[C:33]2[CH:42]=[CH:41][N:40]([CH2:43][CH:44]3[CH2:48][CH2:47][CH2:46][O:45]3)[C:34]=2[N:35]=1)#[N:39] |f:0.1.2,3.4,6.7,8.9,13.14|. Procedure details: Potassium carbonate (62 mg), potassium iodide (25 mg), and 2-chloro-N,N-dimethylacetamide (18 μL) were added to a mixture of 4-{4-[2-(piperidin-4-yl)ethoxy]-3-(trifluoromethyl)phenyl}-7-(tetrahydrofuran-2-ylmethyl)-7H-pyrrolo[2,3-d]pyrimidine-2-carbonitrile monohydrochloride (80 mg) and acetonitrile (3.2 mL) at room temperature, and the mixture was stirred at 60° C. for 2 hours. After the reaction mixture was cooled to room temperature, the reaction mixture was diluted with EtOAc. Then, a satura... Starting materials: C(C1=CC=CC=C1)OC(C\C=C\CC(=O)OCC1=CC=CC=C1)=O (dibenzyl-trans-hex-3-ene-1,6-dioate). Solvent: [OH-].[Na+] (sodium hydroxide). Yields the product C(C\C=C\CC(=O)O)(=O)O (trans-hex-3-ene-1,6-dioic acid). Yield: 34.7%. RXN SMILES: C([O:8][C:9](=[O:24])[CH2:10]/[CH:11]=[CH:12]/[CH2:13][C:14]([O:16]CC1C=CC=CC=1)=[O:15])C1C=CC=CC=1>[OH-].[Na+]>[C:14]([OH:16])(=[O:15])[CH2:13]/[CH:12]=[CH:11]/[CH2:10][C:9]([OH:24])=[O:8] |f:1.2|. Procedure: A suspension of 1.62 grams (5.00 mmoles) of dibenzyl-trans-hex-3-ene-1,6-dioate in 25 ml of 10% sodium hydroxide solution is heated to reflux for 12 hours. At the end of this time the reaction mixture is cooled and extracted twice, each with 15 ml of chloroform. The aqueous phase is acidified with dilute hydrochloric acid and extracted three times with 50 ml portions of ether. The ether extracts are combined, dried over anhydrous sodium sulfate and concentrated under reduced pressure. Recrystall... The reactants are NC1=CC=C(C=C1)N1N=CN=C1C1=CC=CC=C1 (1-(p-aminophenyl)-5-phenyl-1H-1,2,4-triazole), COC(N(C)C)OC (dimethylformamide dimethylacetal). Solvent: CN(C=O)C (dimethylformamide). The product is CN(C=NC1=CC=C(C=C1)N1N=CN=C1C1=CC=CC=C1)C (N,N-Dimethyl-N'-[p-(5-phenyl-1H-1,2,4-triazol-1-yl)phenyl]formamidine). As a reaction SMILES: [NH2:1][C:2]1[CH:7]=[CH:6][C:5]([N:8]2[C:12]([C:13]3[CH:18]=[CH:17][CH:16]=[CH:15][CH:14]=3)=[N:11][CH:10]=[N:9]2)=[CH:4][CH:3]=1.CO[CH:21](OC)[N:22]([CH3:24])[CH3:23]>CN(C)C=O>[CH3:21][N:22]([CH3:24])[CH:23]=[N:1][C:2]1[CH:3]=[CH:4][C:5]([N:8]2[C:12]([C:13]3[CH:18]=[CH:17][CH:16]=[CH:15][CH:14]=3)=[N:11][CH:10]=[N:9]2)=[CH:6][CH:7]=1. Procedure details: A 1.5 g. portion of 1-(p-aminophenyl)-5-phenyl-1H-1,2,4-triazole in 10.0 ml. of dimethylformamide dimethylacetal and 4.0 ml. of dimethylformamide is heated at 90°-95° C. for 1.5 hours. The solution is concentrated to 10 ml., cooled and then evaporated at 60° C. to an oil. This oil is triturated with 50 ml. of ether. The solid is collected by filtration and recrystallized from chloroform-hexane giving 670 mg. of the desired product as yellow plates, mp. 109°-111° C. Reactants: CCO, O=C(O)C=Cc1cccc(F)c1F, [H][H]. Yields the product O=C(O)CCc1cccc(F)c1F. RXN SMILES: [CH3:16][CH2:17][OH:18].[F:1][c:2]1[c:3]([CH:4]=[CH:5][C:6](=[O:7])[OH:8])[cH:9][cH:10][cH:11][c:12]1[F:13].[H:14][H:15]>>[F:1][c:2]1[c:3]([CH2:4][CH2:5][C:6](=[O:7])[OH:8])[cH:9][cH:10][cH:11][c:12]1[F:13]. Starting materials: [OH-].[Na+] (sodium hydroxide), N([C@@H](CCCNC(NS(=O)(=O)C1=CC=C(C)C=C1)=N)C(=O)N[C@@H](CO)C(=O)N[C@@H](CO)C(=O)OC)C(=O)OCC1=CC=CC=C1 (Z-Arg(Tos)-Ser-Ser-OMe), Cl (HCl). The solvent is O (water), CO (methanol). Conditions: time 45 minute. The product is N([C@@H](CCCNC(NS(=O)(=O)C1=CC=C(C)C=C1)=N)C(=O)N[C@@H](CO)C(=O)N[C@@H](CO)C(=O)O)C(=O)OCC1=CC=CC=C1 (Z-Arg(Tos)-Ser-Ser-OH). RXN SMILES: [NH:1]([C:36]([O:38][CH2:39][C:40]1[CH:45]=[CH:44][CH:43]=[CH:42][CH:41]=1)=[O:37])[C@H:2]([C:20]([NH:22][C@H:23]([C:26]([NH:28][C@H:29]([C:32]([O:34]C)=[O:33])[CH2:30][OH:31])=[O:27])[CH2:24][OH:25])=[O:21])[CH2:3][CH2:4][CH2:5][NH:6][C:7](=[NH:19])[NH:8][S:9]([C:12]1[CH:18]=[CH:17][C:15]([CH3:16])=[CH:14][CH:13]=1)(=[O:11])=[O:10].[OH-].[Na+].Cl>CO.O>[NH:1]([C:36]([O:38][CH2:39][C:40]1[CH:41]=[CH:42][CH:43]=[CH:44][CH:45]=1)=[O:37])[C@H:2]([C:20]([NH:22][C@H:23]([C:26]([NH:28][C@H:29]([C:32]([OH:34])=[O:33])[CH2:30][OH:31])=[O:27])[CH2:24][OH:25])=[O:21])[CH2:3][CH2:4][CH2:5][NH:6][C:7](=[NH:19])[NH:8][S:9]([C:12]1[CH:13]=[CH:14][C:15]([CH3:16])=[CH:17][CH:18]=1)(=[O:11])=[O:10] |f:1.2|. Procedure: 3.5 Grams of Z-Arg(Tos)-Ser-Ser-OMe was dissolved in 50 ml of methanol and 10 ml of water, and 8.06 ml of 1N-sodium hydroxide was added thereto, the mixture was stirred at a room temperature for 45 minutes, next 7.24 ml of 1N-HCl was added to neutralize the reaction mixture, then methanol was removed by distillation, and the residue was extracted with n-butanol. The extract was washed with water, and n-butanol and water were removed by distillation, the residue was crystallized by adding ether, ...